From a dataset of the Open Reaction Database (ORD), a public repository of structured organic reaction records. describe an organic reaction: reactants, conditions, products, and yield The reactants are ClC=1N=C(C2=C(N1)SC(=C2)CN2CCN(CC2)S(=O)(=O)C)N2CCOCC2 (2-chloro-6-(4-methanesulfonyl-piperazin-1-ylmethyl)-4-morpholin-4-yl-thieno[2,3-d]pyrimidine), C[S-].[Na+] (sodium thiomethoxide), ice water. Run in CN(C)C=O (DMF). Conditions: temperature 1100 celsius. Yields the product CS(=O)(=O)N1CCN(CC1)CC1=CC2=C(N=C(N=C2N2CCOCC2)SC)S1 (6-(4-methanesulfonyl-piperazin-1-ylmethyl)-2-methylsulfanyl-4-morpholin-4-yl-thieno[2,3-d]pyrimidine). As a reaction SMILES: Cl[C:2]1[N:3]=[C:4]([N:22]2[CH2:27][CH2:26][O:25][CH2:24][CH2:23]2)[C:5]2[CH:10]=[C:9]([CH2:11][N:12]3[CH2:17][CH2:16][N:15]([S:18]([CH3:21])(=[O:20])=[O:19])[CH2:14][CH2:13]3)[S:8][C:6]=2[N:7]=1.[CH3:28][S-:29].[Na+]>CN(C=O)C>[CH3:21][S:18]([N:15]1[CH2:16][CH2:17][N:12]([CH2:11][C:9]2[S:8][C:6]3[N:7]=[C:2]([S:29][CH3:28])[N:3]=[C:4]([N:22]4[CH2:27][CH2:26][O:25][CH2:24][CH2:23]4)[C:5]=3[CH:10]=2)[CH2:13][CH2:14]1)(=[O:20])=[O:19] |f:1.2|. Procedure details: To a solution 2-chloro-6-(4-methanesulfonyl-piperazin-1-ylmethyl)-4-morpholin-4-yl-thieno[2,3-d]pyrimidine (450 mg) in DMF (6 mL) was added sodium thiomethoxide (183 mg) and the reaction heated at 1100° C. for 16 h. After cooling to room temperature the reaction mixture was poured into ice water and the resulting precipitate filtered and air dried to give 6-(4-methanesulfonyl-piperazin-1-ylmethyl)-2-methylsulfanyl-4-morpholin-4-yl-thieno[2,3-d]pyrimidine as a white solid. Reactants: BrC=1C=C(C(=NC1)[N+](=O)[O-])N (5-bromo-2-nitropyridine-3-ylamine), C(=O)([O-])[O-].[Cs+].[Cs+] (Cs2CO3), C(C)(C)(C)OC(=O)NC1=CC=C(C=C1)O (4-(t-butoxycarbonyl)aminophenol). Solvent: CN(C)C=O (DMF), CN(C)C=O (DMF). Conditions: time 3 day. The product is [N+](=O)([O-])C1=NC=C(C=C1N)OC1=CC=C(C=C1)NC(=O)OC(C)(C)C (2-Nitro-5-(4-(tert-butoxycarbonylamino)phenoxy)pyridine-3-ylamine). The yield is 90.1%. Reaction SMILES: Br[C:2]1[CH:3]=[C:4]([NH2:11])[C:5]([N+:8]([O-:10])=[O:9])=[N:6][CH:7]=1.C([O-])([O-])=O.[Cs+].[Cs+].[C:18]([O:22][C:23]([NH:25][C:26]1[CH:31]=[CH:30][C:29]([OH:32])=[CH:28][CH:27]=1)=[O:24])([CH3:21])([CH3:20])[CH3:19]>CN(C=O)C>[N+:8]([C:5]1[C:4]([NH2:11])=[CH:3][C:2]([O:32][C:29]2[CH:28]=[CH:27][C:26]([NH:25][C:23]([O:22][C:18]([CH3:21])([CH3:20])[CH3:19])=[O:24])=[CH:31][CH:30]=2)=[CH:7][N:6]=1)([O-:10])=[O:9] |f:1.2.3|. Procedure: To a solution of 5-bromo-2-nitropyridine-3-ylamine (436 mg, 2.0 mmol) in DMF (10 mL) was added Cs2CO3 (977 mg, 3.0 mmol) followed by 4-(t-butoxycarbonyl)aminophenol (459 mg, 2.2 mmol) in DMF (10 mL) at 0° C. then stirred at room temperature for 3 days. The mixture was extracted with ethyl acetate. The organic layer was washed with NaHCO3 (aq) and brine, dried over Na2SO4 then evaporated. Sequence purification on SiO2 column chromatography gave the title compound (624.2 mg, 90%): MS m/e 347 (M+1)... Reactants: C(#N)C=1C=C(C(=O)O[C@@H]2C[C@@H](CCC2)OCC=2N=C(OC2C)C2=CC=C(C=C2)F)C=CC1 (cis-3-[2-(4-fluorophenyl)-5-methyloxazol-4-ylmethoxy]cyclohexyl 3-cyanobenzoate), C(CCC)[Sn](CCCC)(CCCC)N=[N+]=[N-] (tributyltin azide). The solvent is C=1(C(=CC=CC1)C)C (xylene). Run at temperature 160 celsius. The product is N1N=NN=C1C=1C=C(C(=O)O[C@@H]2C[C@@H](CCC2)OCC=2N=C(OC2C)C2=CC=C(C=C2)F)C=CC1 (cis-3-[2-(4-fluorophenyl)-5-methyloxazol-4-ylmethoxy]cyclohexyl 3-(1H-tetrazol-5-yl)benzoate). Reaction SMILES: [C:1]([C:3]1[CH:4]=[C:5]([CH:30]=[CH:31][CH:32]=1)[C:6]([O:8][C@H:9]1[CH2:14][CH2:13][CH2:12][C@@H:11]([O:15][CH2:16][C:17]2[N:18]=[C:19]([C:23]3[CH:28]=[CH:27][C:26]([F:29])=[CH:25][CH:24]=3)[O:20][C:21]=2[CH3:22])[CH2:10]1)=[O:7])#[N:2].C([Sn]([N:46]=[N+:47]=[N-:48])(CCCC)CCCC)CCC>C1(C)C(C)=CC=CC=1>[NH:46]1[C:1]([C:3]2[CH:4]=[C:5]([CH:30]=[CH:31][CH:32]=2)[C:6]([O:8][C@H:9]2[CH2:14][CH2:13][CH2:12][C@@H:11]([O:15][CH2:16][C:17]3[N:18]=[C:19]([C:23]4[CH:24]=[CH:25][C:26]([F:29])=[CH:27][CH:28]=4)[O:20][C:21]=3[CH3:22])[CH2:10]2)=[O:7])=[N:2][N:48]=[N:47]1. Reported procedure: 0.06 g of cis-3-[2-(4-fluorophenyl)-5-methyloxazol-4-ylmethoxy]cyclohexyl 3-cyanobenzoate is dissolved in 5 ml of xylene, 150 μm of tributyltin azide are added and the mixture is heated under reflux at 160° C. for 24 hours. The reaction is terminated by addition of 1 ml of trifluoroacetic acid (in 1 ml of methanol), 3 ml of water are added and the mixture is extracted with ethyl acetate (2×10 ml). The combined organic phases are washed with saturated sodium chloride solution and dried over magne... The reactants are COC(=O)C=1N(C=2C=3C=NNC3CCC2C1)C (1-Methyl-1,4,5,6-tetrahydro-1,6,7-triaza-as-indacene-2-carboxylic acid methyl ester), C(#N)C1=C(C(=O)C(=C(C1=O)Cl)Cl)C#N (DDQ). Solvent: O1CCOCC1 (dioxane). Yields the product COC(=O)C=1N(C2=C3C=NNC3=CC=C2C1)C (1-Methyl-1,6-dihydro-1,6,7-triaza-as-indacene-2-carboxylic acid methyl ester). The yield is 67.0%. RXN SMILES: [CH3:1][O:2][C:3]([C:5]1[N:6]([CH3:17])[C:7]2[C:8]3[CH:9]=[N:10][NH:11][C:12]=3[CH2:13][CH2:14][C:15]=2[CH:16]=1)=[O:4].C(C1C(=O)C(Cl)=C(Cl)C(=O)C=1C#N)#N>O1CCOCC1>[CH3:1][O:2][C:3]([C:5]1[N:6]([CH3:17])[C:7]2[C:15]([CH:16]=1)=[CH:14][CH:13]=[C:12]1[C:8]=2[CH:9]=[N:10][NH:11]1)=[O:4]. Reported procedure: A mixture of 1-methyl-1,4,5,6-tetrahydro-1,6,7-triaza-as-indacene-2-carboxylic acid methyl ester A2 (1.03 mmol) and DDQ (1 eq) in dry dioxane (15 mL) was refluxed for 1.5 h with stirring. After solvent removal the slurry was treated with water under vigorous stirring. The precipitate was filtered, washed with water and dried. Obtained the title compound (67%). ESI (+) MS: m/z 230 (MH+). 1H NMR (300 MHz): 3.89 (s, 3H), 4.34 (s, 3H), 7.17 (d, J=8.71, 1H), 7.26 (s, 1H), 7.28 (d, J=8.71, 1H), 8.38 (... The reactants are C(CCC)[Li] (n-butyl lithium), Cl (hydrochloric acid), C(C)OP(OCC)(=O)C[N+]#[C-] (diethyl(isocyanomethyl)phosphonate), C1CCCC12C(CCCC2)=O (spiro[4.5]decane-6-one). The solvent is CCCCCC (hexane), O (water), C(C)OCC (diethyl ether). Reaction conditions: temperature 0 celsius, time 15 minute. The product is C1CCCC12C(CCCC2)C=O (Spiro[4.5]decane-6-carbaldehyde). As a reaction SMILES: C(OP(C[N+]#[C-])(=O)[O:5][CH2:6][CH3:7])C.C([Li])CCC.[CH2:17]1[C:21]2(C[CH2:25][CH2:24][CH2:23][C:22]2=O)[CH2:20][CH2:19][CH2:18]1.Cl>C(OCC)C.CCCCCC.O>[CH2:20]1[C:21]2([CH2:22][CH2:23][CH2:24][CH2:25][CH:7]2[CH:6]=[O:5])[CH2:17][CH2:18][CH2:19]1. Procedure details: A solution of diethyl(isocyanomethyl)phosphonate (410 μL) in diethyl ether (5 mL) was cooled to −78° C. in nitrogen atmosphere. After addition of 1.54M n-butyl lithium solution in hexane (1.7 mL) to the reaction mixture at −78° C., the temperature was raised to 0° C. and stirred for 15 minutes. To the resulting solution spiro[4.5]decane-6-one (300 mg) was added at 0° C., and the temperature was raised to room temperature under stirring. An hour thereafter, conc. hydrochloric acid (5 mL) was adde...